From a dataset of the Open Reaction Database (ORD), a public repository of structured organic reaction records. describe an organic reaction: reactants, conditions, products, and yield The reactants are Cc1ccc2nc(S(C)(=O)=O)oc2c1, CC(Cl)Cl, COC(=O)C1CCCC1C(=O)c1ccc(-c2ccc(N)c(F)c2)cc1. As a reaction SMILES: [CH3:26][c:27]1[cH:28][c:29]2[c:30]([n:31][c:32]([S:34]([CH3:35])(=[O:36])=[O:37])[o:33]2)[cH:38][cH:39]1.[Cl:40][CH:41]([Cl:42])[CH3:43].[NH2:1][c:2]1[c:3]([F:25])[cH:4][c:5](-[c:8]2[cH:9][cH:10][c:11]([C:14](=[O:15])[CH:16]3[CH:17]([C:21](=[O:22])[O:23][CH3:24])[CH2:18][CH2:19][CH2:20]3)[cH:12][cH:13]2)[cH:6][cH:7]1>>[NH:1]([c:2]1[c:3]([F:25])[cH:4][c:5](-[c:8]2[cH:9][cH:10][c:11]([C:14](=[O:15])[CH:16]3[CH:17]([C:21](=[O:22])[O:23][CH3:24])[CH2:18][CH2:19][CH2:20]3)[cH:12][cH:13]2)[cH:6][cH:7]1)[c:32]1[n:31][c:30]2[c:29]([cH:28][c:27]([CH3:26])[cH:39][cH:38]2)[o:33]1. Yields the product COC(=O)C1CCCC1C(=O)c1ccc(-c2ccc(Nc3nc4ccc(C)cc4o3)c(F)c2)cc1.